Dataset: the Open Reaction Database (ORD), a public repository of structured organic reaction records. Task: describe an organic reaction: reactants, conditions, products, and yield Reactants: COC1=CC=C(C=C1)C(C1=CC=CC2=CC=CC=C12)C1=CC(=C(C=C1)O)C ((4-methoxyphenyl)-(3-methyl-4-hydroxyphenyl)-1-naphth-1-yl methane), C(Cl)C1CO1 (epichlorohydrin), C(=O)([O-])[O-].[K+].[K+] (K2CO3). Run in C(C)(=O)OCC (ethyl acetate). Conditions: temperature 120 celsius. Product: COC1=CC=C(C=C1)C(C1=CC=CC2=CC=CC=C12)C1=CC(=C(C=C1)OCC1CO1)C ((4-Methoxyphenyl)-(3-methyl-4-(2,3-epoxypropyloxy)phenyl)-1-naphth-1-yl-methane). Reaction SMILES: [CH3:1][O:2][C:3]1[CH:8]=[CH:7][C:6]([CH:9]([C:20]2[CH:25]=[CH:24][C:23]([OH:26])=[C:22]([CH3:27])[CH:21]=2)[C:10]2[C:19]3[C:14](=[CH:15][CH:16]=[CH:17][CH:18]=3)[CH:13]=[CH:12][CH:11]=2)=[CH:5][CH:4]=1.[CH2:28]([CH:30]1[O:32][CH2:31]1)Cl.C([O-])([O-])=O.[K+].[K+]>C(OCC)(=O)C>[CH3:1][O:2][C:3]1[CH:8]=[CH:7][C:6]([CH:9]([C:20]2[CH:25]=[CH:24][C:23]([O:26][CH2:28][CH:30]3[O:32][CH2:31]3)=[C:22]([CH3:27])[CH:21]=2)[C:10]2[C:19]3[C:14](=[CH:15][CH:16]=[CH:17][CH:18]=3)[CH:13]=[CH:12][CH:11]=2)=[CH:5][CH:4]=1 |f:2.3.4|. Procedure: A mixture of (4-methoxyphenyl)-(3-methyl-4-hydroxyphenyl)-1-naphth-1-yl methane (1.0 gm, 0.002 mol), epichlorohydrin (25 ml) and anhydrous K2CO3 (4.0 gm) was refluxed at 120° C. for 8 hrs. K2CO3 was filtered off and filtrate was concentrated. The residue obtained was dissolved in ethyl acetate, washed with water, dried over sodium sulphate and concentrated to give an oil which was chromatographed over silica gel using hexane-chloroform as the eluent to give the title compound of general formula ... The reactants are Br, CC(=O)O, COc1cccc(SC)c1, O. Product: CSc1cccc(O)c1. RXN SMILES: [BrH:12].[CH3:13][C:14](=[O:15])[OH:16].[CH3:1][O:2][c:3]1[cH:4][c:5]([S:9][CH3:10])[cH:6][cH:7][cH:8]1.[OH2:11]>>[OH:2][c:3]1[cH:4][c:5]([S:9][CH3:10])[cH:6][cH:7][cH:8]1. The solvent is CCOCC (ether), CCOCC (ether). Yield: 43.0%. Starting materials: C(C)(C)(C)OC(=O)N1C=CC2=CC(=CC=C12)Br (5-bromo-indole-1-carboxylic acid tert-butyl ester), C(C)(C)(C)[Li] (tert-butyllithium), C(C)(C)(C)OC(=O)N1C(CCC1)(CCC)C=O (2-formyl-2-propyl-pyrrolidine-1-carboxylic acid tert-butyl ester). The product is C(C)(C)(C)OC(=O)N1C=CC2=CC(=CC=C12)C(O)C1(N(CCC1)C(=O)OC(C)(C)C)CCC (5-[(1-tert-butoxycarbonyl-2-propyl-pyrrolidin-2-yl)-hydroxy-methyl]-indole-1-carboxylic acid tert-butyl ester). Reaction SMILES: [C:1]([O:5][C:6]([N:8]1[C:16]2[C:11](=[CH:12][C:13](Br)=[CH:14][CH:15]=2)[CH:10]=[CH:9]1)=[O:7])([CH3:4])([CH3:3])[CH3:2].C([Li])(C)(C)C.[C:23]([O:27][C:28]([N:30]1[CH2:34][CH2:33][CH2:32][C:31]1([CH:38]=[O:39])[CH2:35][CH2:36][CH3:37])=[O:29])([CH3:26])([CH3:25])[CH3:24]>CCOCC>[C:1]([O:5][C:6]([N:8]1[C:16]2[C:11](=[CH:12][C:13]([CH:38]([C:31]3([CH2:35][CH2:36][CH3:37])[CH2:32][CH2:33][CH2:34][N:30]3[C:28]([O:27][C:23]([CH3:25])([CH3:24])[CH3:26])=[O:29])[OH:39])=[CH:14][CH:15]=2)[CH:10]=[CH:9]1)=[O:7])([CH3:4])([CH3:3])[CH3:2]. Reaction conditions: time 30 minute. Reported procedure: To a stirred solution of 5-bromo-indole-1-carboxylic acid tert-butyl ester (0.700 g, 2.37 mmol) in ether (20 mL) at −78° C. and under nitrogen was added tert-butyllithium (3.64 mL of 1.43 M solution in pentanes, 5.21 mmol) dropwise. After 30 minutes, a solution of 2-formyl-2-propyl-pyrrolidine-1-carboxylic acid tert-butyl ester (0.569 g, 2.37 mmol) in ether (5 mL) was added to the reaction mixture dropwise. The reaction mixture was stirred for one hour, then quenched by the addition of saturated... Reactants: C1(=CC=CC=C1)P(=O)(C1=CC=CC=C1)Cl (diphenylphosphinoyl chloride), three, Cl.NO (hydroxylamine hydrochloride), C([O-])(O)=O.[Na+] (sodium bicarbonate). The solvent is O1CCOCC1 (dioxane), O.O1CCOCC1 (H2O dioxane). Reaction conditions: temperature 2.5 celsius, time 30 minute. Yields the product NOP(C1=CC=CC=C1)(C1=CC=CC=C1)=O ((Aminooxy)diphenylphosphine oxide). The yield is 49.6%. RXN SMILES: Cl.[NH2:2][OH:3].C(=O)(O)[O-].[Na+].[C:9]1([P:15](Cl)([C:17]2[CH:22]=[CH:21][CH:20]=[CH:19][CH:18]=2)=[O:16])[CH:14]=[CH:13][CH:12]=[CH:11][CH:10]=1>O.O1CCOCC1.O1CCOCC1>[NH2:2][O:3][P:15](=[O:16])([C:17]1[CH:18]=[CH:19][CH:20]=[CH:21][CH:22]=1)[C:9]1[CH:14]=[CH:13][CH:12]=[CH:11][CH:10]=1 |f:0.1,2.3,5.6|. Procedure: Into a 500-mL three neck round-bottom flask, was placed a solution of hydroxylamine hydrochloride (30.0 g, 432 mmol) in H2O/dioxane (90/45 mL). The solution was cooled to 0-5° C., then sodium bicarbonate (36.5 g, 434 mmol) was added portion-wise over 10 min and the mixture was stirred at 0-5° C. for 30 min. A solution of diphenylphosphinoyl chloride (41.0 g, 173 mmol) in dioxane (45 mL) was added drop-wise at 0-5° C. over 30 min, then the resulting mixture was stirred for an additional 2 h at am...